Dataset: the Open Reaction Database (ORD), a public repository of structured organic reaction records. Task: describe an organic reaction: reactants, conditions, products, and yield The reactants are CC(=O)N1CCN(c2ccc(O)cc2)CC1, N#Cc1cscc1-c1ccc(OCCCc2sc(N3CCc4cccc(C(=O)Nc5nc6ccccc6s5)c4C3)nc2C(=O)O)cc1. Product: CC(=O)N1CCN(c2ccc(OCCCc3sc(N4CCc5cccc(C(=O)Nc6nc7ccccc7s6)c5C4)nc3C(=O)O)cc2)CC1. As a reaction SMILES: [OH:48][c:49]1[cH:50][cH:51][c:52]([N:55]2[CH2:56][CH2:57][N:58]([C:61]([CH3:62])=[O:63])[CH2:59][CH2:60]2)[cH:53][cH:54]1.[s:1]1[c:2]([NH:10][C:11](=[O:12])[c:13]2[cH:14][cH:15][cH:16][c:17]3[c:22]2[CH2:21][N:20]([c:23]2[s:24][c:25]([CH2:31][CH2:32][CH2:33][O:34][c:35]4[cH:36][cH:37][c:38](-[c:41]5[c:42]([C:43]#[N:44])[cH:45][s:46][cH:47]5)[cH:39][cH:40]4)[c:26]([C:28](=[O:29])[OH:30])[n:27]2)[CH2:19][CH2:18]3)[n:3][c:4]2[c:5]1[cH:6][cH:7][cH:8][cH:9]2>>[s:1]1[c:2]([NH:10][C:11](=[O:12])[c:13]2[cH:14][cH:15][cH:16][c:17]3[c:22]2[CH2:21][N:20]([c:23]2[s:24][c:25]([CH2:31][CH2:32][CH2:33][O:34][c:35]4[cH:36][cH:37][c:38]([N:55]5[CH2:56][CH2:57][N:58]([C:61]([CH3:62])=[O:63])[CH2:59][CH2:60]5)[cH:39][cH:40]4)[c:26]([C:28](=[O:29])[OH:30])[n:27]2)[CH2:19][CH2:18]3)[n:3][c:4]2[c:5]1[cH:6][cH:7][cH:8][cH:9]2. RXN SMILES: [CH3:10][CH2:11][C:12]([OH:13])=[O:14].[OH:15][S:16]([C:17]([F:18])([F:19])[F:20])(=[O:21])=[O:22].[OH:1][c:2]1[c:3]([Cl:4])[cH:5][cH:6][cH:7][c:8]1[Cl:9]>>[OH:1][c:2]1[c:3]([Cl:4])[cH:5][c:6]([C:12]([CH2:11][CH3:10])=[O:13])[cH:7][c:8]1[Cl:9]. The product is CCC(=O)c1cc(Cl)c(O)c(Cl)c1. Starting materials: CCC(=O)O, O=S(=O)(O)C(F)(F)F, Oc1c(Cl)cccc1Cl. Starting materials: OCC1=C(C(=O)NNC2=CC=C(C=C2)[N+](=O)[O-])C=CC=C1 (1-(2'-hydroxymethylbenzoyl)-2-(p-nitrophenyl)hydrazine), C(C)(C)O (isopropyl alcohol), [Cl-].[NH4+] (ammonium chloride). The reagents and catalysts are [Fe] (iron). Run in O (water). Product: OCC1=C(C(=O)NNC2=CC=C(C=C2)N)C=CC=C1 (1-(2'-hydroxymethylbenzoyl)-2-(p-aminophenyl)hydrazine). RXN SMILES: [OH:1][CH2:2][C:3]1[CH:21]=[CH:20][CH:19]=[CH:18][C:4]=1[C:5]([NH:7][NH:8][C:9]1[CH:14]=[CH:13][C:12]([N+:15]([O-])=O)=[CH:11][CH:10]=1)=[O:6].C(O)(C)C.[Cl-].[NH4+]>[Fe].O>[OH:1][CH2:2][C:3]1[CH:21]=[CH:20][CH:19]=[CH:18][C:4]=1[C:5]([NH:7][NH:8][C:9]1[CH:14]=[CH:13][C:12]([NH2:15])=[CH:11][CH:10]=1)=[O:6] |f:2.3|. Reported procedure: Thereafter, the nitro compound was added to 300 ml of isopropyl alcohol with the addition of 30 ml of water and 3 g of ammonium chloride followed by reflux for 2 hours with the addition of 30 g of reducing iron and then the reflux liquid was filtered and the solid precipitated upon cooling the filtrate was filtered to obtain 4.2 g of 1-(2'-hydroxymethylbenzoyl)-2-(p-aminophenyl)hydrazine. Starting materials: C1(=CC=CC=C1)[C@H](C)NC1=NC=CC(=N1)N1C=NC2=C1C=CC(=C2)C2=NC(=NC=C2)Cl (2-[(S)-1-Phenylethylamino]-4-[5-(2-chloropyrimidin-4-yl)benzimidazol-1-yl]pyrimidine), NN (hydrazine). Product: C1(=CC=CC=C1)[C@H](C)NC1=NC=CC(=N1)N1C=NC2=C1C=CC(=C2)C2=NC(=NC=C2)NN (2-[(S)-1-Phenylethylamino]-4-[5-(2-hydrazinylpyrimidin-4-yl)benzimidazol-1-yl]pyrimidine). RXN SMILES: [C:1]1([C@@H:7]([NH:9][C:10]2[N:15]=[C:14]([N:16]3[C:20]4[CH:21]=[CH:22][C:23]([C:25]5[CH:30]=[CH:29][N:28]=[C:27](Cl)[N:26]=5)=[CH:24][C:19]=4[N:18]=[CH:17]3)[CH:13]=[CH:12][N:11]=2)[CH3:8])[CH:6]=[CH:5][CH:4]=[CH:3][CH:2]=1.[NH2:32][NH2:33]>>[C:1]1([C@@H:7]([NH:9][C:10]2[N:15]=[C:14]([N:16]3[C:20]4[CH:21]=[CH:22][C:23]([C:25]5[CH:30]=[CH:29][N:28]=[C:27]([NH:32][NH2:33])[N:26]=5)=[CH:24][C:19]=4[N:18]=[CH:17]3)[CH:13]=[CH:12][N:11]=2)[CH3:8])[CH:6]=[CH:5][CH:4]=[CH:3][CH:2]=1. Reported procedure: The title compound was prepared according to the procedure described in EXAMPLE 433, Step A, starting from 2-[(S)-1-Phenylethylamino]-4-[5-(2-chloropyrimidin-4-yl)benzimidazol-1-yl]pyrimidine and hydrazine. Mass spectrum (ESI) 424.3 (M+).